From a dataset of the Open Reaction Database (ORD), a public repository of structured organic reaction records. describe an organic reaction: reactants, conditions, products, and yield The reactants are CO, NS(N)(=O)=O, COC(=N)CCCCc1csc(NC(=N)N)n1. Product: N=C(N)Nc1nc(CCCCC(=N)NS(N)(=O)=O)cs1. As a reaction SMILES: [CH3:23][OH:24].[NH2:18][S:19]([NH2:20])(=[O:21])=[O:22].[NH:1]([C:2](=[NH:3])[NH2:4])[c:5]1[s:6][cH:7][c:8]([CH2:10][CH2:11][CH2:12][CH2:13][C:14]([O:15][CH3:16])=[NH:17])[n:9]1>>[NH:1]([C:2](=[NH:3])[NH2:4])[c:5]1[s:6][cH:7][c:8]([CH2:10][CH2:11][CH2:12][CH2:13][C:14](=[NH:17])[NH:20][S:19]([NH2:18])(=[O:21])=[O:22])[n:9]1. Reaction conditions: time 30 minute. As a reaction SMILES: ClCCCCS[CH2:7][C:8]1[CH:9]=[CH:10][C:11]2[N:12]([CH:14]=[CH:15][N:16]=2)[CH:13]=1.[Cl:17][C:18]1C=C[CH:21]=[C:20](C(OO)=O)[CH:19]=1.[S:28]([O-:32])([O-])(=[O:30])=S.[Na+].[Na+]>ClCCl.ClC1C=CC=C(C(OO)=O)C=1>[Cl:17][CH2:18][CH2:19][CH2:20][CH2:21][S:28]([CH2:7][C:8]1[CH:9]=[CH:10][C:11]2[N:12]([CH:14]=[CH:15][N:16]=2)[CH:13]=1)(=[O:32])=[O:30] |f:2.3.4|. The solvent is ClCCl (dichloromethane). Procedure: 11.79 g of the 6-((4-chlorobutyl)thiomethyl)imidazo[1,2-a]pyridine prepared in the Preparative Example 7 was dissolved in 160 ml of dichloromethane. The obtained solution was cooled with ice, followed by the addition of 7.99 g of m-chloroperbenzoic acid in about 40 minutes. The obtained mixture was stirred. After 30 minutes, 0.4 g of m-chloroperbenzoic acid was further added thereto. The obtained mixture was additionally stirred for one hour, followed by the addition of an aqueous solution of so... The reactants are ClCCCCSCC=1C=CC=2N(C1)C=CN2 (6-((4-chlorobutyl)thiomethyl)imidazo[1,2-a]pyridine), ClC1=CC(=CC=C1)C(=O)OO (m-chloroperbenzoic acid), S(=S)(=O)([O-])[O-].[Na+].[Na+] (sodium thiosulfate). Isolated yield 76.0%. Product: ClCCCCS(=O)(=O)CC=1C=CC=2N(C1)C=CN2 (6-((4-Chlorobutyl)sulfonylmethyl)imidazo[1,2-a]pyridine). Reagents/catalysts: ClC1=CC(=CC=C1)C(=O)OO (m-chloroperbenzoic acid). Starting materials: ice water, IC1=COC2=CC=CC=C2C1=O (3-iodochromone), N1C=CC2=CC=CC=C12 (indole), C([O-])([O-])=O.[K+].[K+] (potassium carbonate). The solvent is CN(C=O)C (dimethylformamide). The product is N1C(=CC2=CC=CC=C12)C=1OC2=CC=CC=C2C(C1)=O (2-indolylchromone). The yield is 32.2%. As a reaction SMILES: I[C:2]1[C:11](=[O:12])[C:10]2[C:5](=[CH:6][CH:7]=[CH:8][CH:9]=2)[O:4][CH:3]=1.[NH:13]1[C:21]2[C:16](=[CH:17][CH:18]=[CH:19][CH:20]=2)[CH:15]=[CH:14]1.C(=O)([O-])[O-].[K+].[K+]>CN(C)C=O>[NH:13]1[C:21]2[C:16](=[CH:17][CH:18]=[CH:19][CH:20]=2)[CH:15]=[C:14]1[C:3]1[O:4][C:5]2[C:10]([C:11](=[O:12])[CH:2]=1)=[CH:9][CH:8]=[CH:7][CH:6]=2 |f:2.3.4|. Procedure details: To an eggplant type flask (25 ml), 3-iodochromone (136 prepared in Example 1, indole (234 mg), potassium carbonate (1382 mg), and dimethylformamide (15 mg) were added and the mixture was reacted at 80° C. for 30 hours with stirring. The reaction mixture was added to ice water and extracted with chloroform. The organic layer was dried over anhydrous sodium sulfate, and concentrated under reduced pressure. The residue was purifiedby the silica gel column ghromatography, and the purified product wa... Starting materials: ClC(Cl)(Cl)Cl, CC#N, Cc1cc(C=NO)cc(Oc2nc(Cl)nc(Cl)c2C(C)C)c1, c1ccc(P(c2ccccc2)c2ccccc2)cc1. Product: Cc1cc(C#N)cc(Oc2nc(Cl)nc(Cl)c2C(C)C)c1. Reaction SMILES: [C:42]([Cl:43])([Cl:44])([Cl:45])[Cl:46].[CH3:47][C:48]#[N:49].[Cl:1][c:2]1[n:3][c:4]([Cl:22])[c:5]([CH:19]([CH3:20])[CH3:21])[c:6]([O:8][c:9]2[cH:10][c:11]([CH:12]=[N:13][OH:14])[cH:15][c:16]([CH3:18])[cH:17]2)[n:7]1.[c:23]1([P:24]([c:25]2[cH:26][cH:27][cH:28][cH:29][cH:30]2)[c:31]2[cH:32][cH:33][cH:34][cH:35][cH:36]2)[cH:37][cH:38][cH:39][cH:40][cH:41]1>>[Cl:1][c:2]1[n:3][c:4]([Cl:22])[c:5]([CH:19]([CH3:20])[CH3:21])[c:6]([O:8][c:9]2[cH:10][c:11]([C:12]#[N:13])[cH:15][c:16]([CH3:18])[cH:17]2)[n:7]1.